From a dataset of the Open Reaction Database (ORD), a public repository of structured organic reaction records. describe an organic reaction: reactants, conditions, products, and yield Starting materials: BrCC(=O)C1=CC=C(C=C1)Cl (2-bromo-1-(4-chlorophenyl)ethanone), C(C)OC(COC1=C(C=C(C=C1)Br)\C=C/1\C(NC(S1)=O)=O)=O (4-bromo-2-[2,4-dioxothiazolidin-(5Z)-ylidenemethyl]phenoxyacetic acid ethyl ester). Yields the product BrC1=CC(=C(OCC(=O)O)C=C1)CC1C(N(C(S1)=O)CC(=O)C1=CC=C(C=C1)Cl)=O (4-Bromo-2-{3-[2-(4-chlorophenyl)-2-oxoethyl]-2,4-dioxothiazolidin-5-ylmethyl}phenoxyacetic acid). Reaction SMILES: Br[CH2:2][C:3]([C:5]1[CH:10]=[CH:9][C:8]([Cl:11])=[CH:7][CH:6]=1)=[O:4].C([O:14][C:15](=[O:33])[CH2:16][O:17][C:18]1[CH:23]=[CH:22][C:21]([Br:24])=[CH:20][C:19]=1/[CH:25]=[C:26]1/[C:27](=[O:32])[NH:28][C:29](=[O:31])[S:30]/1)C>>[Br:24][C:21]1[CH:22]=[CH:23][C:18]([O:17][CH2:16][C:15]([OH:33])=[O:14])=[C:19]([CH2:25][CH:26]2[S:30][C:29](=[O:31])[N:28]([CH2:2][C:3]([C:5]3[CH:10]=[CH:9][C:8]([Cl:11])=[CH:7][CH:6]=3)=[O:4])[C:27]2=[O:32])[CH:20]=1. Procedure details: Prepared from 2-bromo-1-(4-chlorophenyl)ethanone and 4-bromo-2-[2,4-dioxothiazolidin-(5Z)-ylidenemethyl]phenoxyacetic acid ethyl ester according to GP13, GP14 and GP16 (yield: 8.2 mg, 34%): LC/MS (an10p8): Rt 2.8 min, m/z 510 [M−H]−. 1H NMR (DMSO-d6): δ 3.01-3.09 (m, 1H), 3.57-3.63 (m, 1H), 4.79 (s, 2H), 5.17 (s, 2H), 5.21-5.24 (m, 1H), 6.91-6.95 (m, 1H), 7.44 (m, 2H), 7.66-7.69 (m, 2H), 8.07-8.09 (m, 2H). Reactants: BrCc1ccccc1, O=C([O-])[O-], CN(C)C=O, [K+], [K+], O, CNCc1nc(-c2ccc(-c3ccccc3)cc2)c[nH]1. Product: CN(Cc1ccccc1)Cc1nc(-c2ccc(-c3ccccc3)cc2)c[nH]1. Reaction SMILES: [Br:27][CH2:28][c:29]1[cH:30][cH:31][cH:32][cH:33][cH:34]1.[C:21](=[O:22])([O-:23])[O-:24].[CH3:35][N:36]([CH3:37])[CH:38]=[O:39].[K+:25].[K+:26].[OH2:40].[c:1]1(-[c:15]2[cH:16][cH:17][cH:18][cH:19][cH:20]2)[cH:2][cH:3][c:4](-[c:7]2[n:8][c:9]([CH2:12][NH:13][CH3:14])[nH:10][cH:11]2)[cH:5][cH:6]1>>[c:1]1(-[c:15]2[cH:16][cH:17][cH:18][cH:19][cH:20]2)[cH:2][cH:3][c:4](-[c:7]2[n:8][c:9]([CH2:12][N:13]([CH3:14])[CH2:28][c:29]3[cH:30][cH:31][cH:32][cH:33][cH:34]3)[nH:10][cH:11]2)[cH:5][cH:6]1. Reactants: FC(OC1=CC=C(C=C1)NC(=O)C=1SC=CC1N)(F)F (N-(4-trifluoromethoxyphenyl) 3-aminothiophene-2-carboxamide), N1=CC=C(C2=CC=CC=C12)C=O (quinoline-4-carboxaldehyde), C(C)[SiH](CC)CC (triethylsilane). The solvent is FC(C(=O)O)(F)F.ClCCl (trifluoroacetic acid dichloromethane). Product: FC(OC1=CC=C(C=C1)NC(=O)C=1SC=CC1NCC1=CC=NC2=CC=CC=C12)(F)F (N-(4-trifluoromethoxyphenyl) 3-[(quinolin-4-ylmethyl)amino]thiophene-2-carboxamide). As a reaction SMILES: [F:1][C:2]([F:20])([F:19])[O:3][C:4]1[CH:9]=[CH:8][C:7]([NH:10][C:11]([C:13]2[S:14][CH:15]=[CH:16][C:17]=2[NH2:18])=[O:12])=[CH:6][CH:5]=1.[N:21]1[C:30]2[C:25](=[CH:26][CH:27]=[CH:28][CH:29]=2)[C:24]([CH:31]=O)=[CH:23][CH:22]=1.C([SiH](CC)CC)C>FC(F)(F)C(O)=O.ClCCl>[F:20][C:2]([F:19])([F:1])[O:3][C:4]1[CH:5]=[CH:6][C:7]([NH:10][C:11]([C:13]2[S:14][CH:15]=[CH:16][C:17]=2[NH:18][CH2:31][C:24]2[C:25]3[C:30](=[CH:29][CH:28]=[CH:27][CH:26]=3)[N:21]=[CH:22][CH:23]=2)=[O:12])=[CH:8][CH:9]=1 |f:3.4|. Procedure details: A solution of N-(4-trifluoromethoxyphenyl) 3-aminothiophene-2-carboxamide (1 g, 3.31 mmol) and quinoline-4-carboxaldehyde (347 mg, 2.21 mmol) in trifluoroacetic acid:dichloromethane (1:1, 30 mL) was heated at reflux for 2 h under nitrogen. The reaction was cooled to RT and triethylsilane (0.71 mL, 4.42 mmol) was added. The resulting solution was then stirred at reflux for 16 h under nitrogen. After cooling to RT, the reaction mixture was evaporated under reduced pressure and the residue was part... The reactants are C([O-])([O-])=O.[Na+].[Na+] (sodium carbonate), CC1=C(C(=CC(=C1)C)C)S(=O)(=O)O.C(C)(C)(C)OC(NCCN1CC2CNCC(C1)O2)=O ([2-(9-oxa-3,7-diazabicyclo[3.3.1]non-3-yl)-ethyl]-carbamic acid tert-butyl ester 2,4,6-trimethylbenzenesulfonic acid salt), O1[C@@H](C1)COC1=CC=C(C#N)C=C1 (4-[(2S)-oxiranylmethoxy]benzonitrile). Run in O (water). Conditions: temperature 75 celsius, time 8 hour. Yields the product C(#N)C1=CC=C(OC[C@H](CN2CC3CN(CC(C2)O3)CCNC(OC(C)(C)C)=O)O)C=C1 (Tert-Butyl 2-{7-[(2S)-3-(4-cyanophenoxy)-2-hydroxypropyl]-9-oxa-3,7-diazabicyclo[3.3.1]non-3-yl}ethylcarbamate). Isolated yield 87.0%. Reaction SMILES: C(=O)([O-])[O-].[Na+].[Na+].CC1C=C(C)C=C(C)C=1S(O)(=O)=O.[C:20]([O:24][C:25](=[O:38])[NH:26][CH2:27][CH2:28][N:29]1[CH2:36][CH:35]2[O:37][CH:31]([CH2:32][NH:33][CH2:34]2)[CH2:30]1)([CH3:23])([CH3:22])[CH3:21].[O:39]1[CH2:41][C@H:40]1[CH2:42][O:43][C:44]1[CH:51]=[CH:50][C:47]([C:48]#[N:49])=[CH:46][CH:45]=1>O>[C:48]([C:47]1[CH:50]=[CH:51][C:44]([O:43][CH2:42][C@@H:40]([OH:39])[CH2:41][N:33]2[CH2:32][CH:31]3[O:37][CH:35]([CH2:36][N:29]([CH2:28][CH2:27][NH:26][C:25](=[O:38])[O:24][C:20]([CH3:23])([CH3:21])[CH3:22])[CH2:30]3)[CH2:34]2)=[CH:45][CH:46]=1)#[N:49] |f:0.1.2,3.4|. Procedure details: Aqueous sodium carbonate solution (1M, 53 mL) was added to a solution of [2-(9-oxa-3,7-diazabicyclo[3.3.1]non-3-yl)-ethyl]-carbamic acid tert-butyl ester 2,4,6-trimethylbenzenesulfonic acid salt (50.0 g) in water (100 mL). Solid 4-[(2S)-oxiranylmethoxy]benzonitrile (19.1 g) was added and was rinsed into the reaction flask with water (50 mL). The reaction was heated to 75° C. for 3 hours and then left to stir at ambient temperature overnight. Toluene (350 mL) was added followed by aqueous sodium ...